This data is from the Open Reaction Database (ORD), a public repository of structured organic reaction records. The task is: describe an organic reaction: reactants, conditions, products, and yield Procedure details: We first prepared a cyanoethyl-protected dodecathymidine (T12*) on solid support using well established phosphoramidite chemistry (Beaucage, S. L.; Caruthers, M. H. Tetrahedron Lett. 1981, 22, 1859-1862). Then three H-phosphonate diester linkages were introduced using H-phosphonate monoester 1 to yield the modified supported oligonucleotide 2 (FIG. 8). An amidative oxidation with CCl4 in the presence of propargylamine afforded the alkyne-functionalized oligonucleotide 3 with three propargyl phos... Reaction SMILES: [P:1]([NH2:4])([O-:3])[O-:2].CO[C:7](OC)([O:19][C:20]([C:33]1[CH:38]=CC=CC=1)(C1C=CC=CC=1)C1C=CC=CC=1)[CH:8]1[CH2:13]CC(CP(=O)([O-])O)CC1.C([NH+:43](CC)CC)C>C(Cl)(Cl)(Cl)Cl>[CH2:13]([NH2:43])[C:8]#[CH:7].[P:1]([NH2:4])(=[O:2])([O-:3])[O:19][CH2:20][C:33]#[CH:38] |f:1.2|. Run in C(Cl)(Cl)(Cl)Cl (CCl4). Product: C(C#C)N (propargylamine), alkyne, P(OCC#C)([O-])(=O)N (propargyl phosphoramidate). Starting materials: P([O-])([O-])N (phosphoramidite), oligonucleotide, H-phosphonate diester, cyanoethyl, COC(C1CCC(CC1)CP(O)([O-])=O)(OC(C1=CC=CC=C1)(C1=CC=CC=C1)C1=CC=CC=C1)OC.C(C)[NH+](CC)CC (Triethylammonium [4-(dimethoxytrityloxymethyl)cyclohexyl]methyl Hydrogen Phosphonate).